From a dataset of the Open Reaction Database (ORD), a public repository of structured organic reaction records. describe an organic reaction: reactants, conditions, products, and yield Starting materials: COC=1C=C(C=CC1)[Mg]Br (3-methoxyphenylmagnesium bromide), BrC=1C=NC=CC1 (3-bromopyridine), Cl (HCl). Reagents/catalysts: Cl[Ni]([P](C1=CC=CC=C1)(C2=CC=CC=C2)C3=CC=CC=C3)([P](C4=CC=CC=C4)(C5=CC=CC=C5)C6=CC=CC=C6)Cl (dichlorobis-(triphenylphosphine)nickel (II)). Yields the product N1=CC(=CC=C1)COC=1C=CC=CC1 (3-(3-Pyridinyl)methoxybenzene). As a reaction SMILES: [CH3:1][O:2][C:3]1[CH:4]=[C:5]([Mg]Br)[CH:6]=[CH:7][CH:8]=1.Br[C:12]1[CH:13]=[N:14][CH:15]=[CH:16][CH:17]=1.Cl>Cl[Ni](Cl)([P](C1C=CC=CC=1)(C1C=CC=CC=1)C1C=CC=CC=1)[P](C1C=CC=CC=1)(C1C=CC=CC=1)C1C=CC=CC=1>[N:14]1[CH:15]=[CH:16][CH:17]=[C:12]([CH2:1][O:2][C:3]2[CH:4]=[CH:5][CH:6]=[CH:7][CH:8]=2)[CH:13]=1 |^1:21,40|. Procedure details: This substance was prepared by a dichlorobis-(triphenylphosphine)nickel (II) catalyzed reaction between 3-methoxyphenylmagnesium bromide (from 50 g of 3-bromo-anisole and 5.9 g of Mg in THF) and 31.8 g of 3-bromopyridine. Yield 23.1 g (62%), bp. 102° /0.15 mmHg, mp. (HCl) 187.5-9° C. Reactants: C(C)(C)(C)OC(=O)N([C@H](C)C1=CC=CC2=CC=CC=C12)C[C@H]1CN(C[C@@H]1C1=CC=CC=C1)CC1=CC=C(C(=O)OC)C=C1 (methyl 4-{[(3R,4S)-3-({(tert-butoxycarbonyl)[(1R)-1-(1-naphthyl)ethyl]amino}methyl)-4-phenylpyrrolidin-1-yl]methyl}benzoate), [OH-].[Na+] (sodium hydroxide). Run in CO (methanol). Product: C(C)(C)(C)OC(=O)N([C@H](C)C1=CC=CC2=CC=CC=C12)C[C@H]1CN(C[C@@H]1C1=CC=CC=C1)CC1=CC=C(C(=O)O)C=C1 (4-{[(3R,4S)-3-({(tert-butoxycarbonyl)[(1R)-1-(1-naphthyl)ethyl]amino}methyl)-4-phenylpyrrolidin-1-yl]methyl}benzoic acid). RXN SMILES: [C:1]([O:5][C:6]([N:8]([CH2:21][C@@H:22]1[C@@H:26]([C:27]2[CH:32]=[CH:31][CH:30]=[CH:29][CH:28]=2)[CH2:25][N:24]([CH2:33][C:34]2[CH:43]=[CH:42][C:37]([C:38]([O:40]C)=[O:39])=[CH:36][CH:35]=2)[CH2:23]1)[C@@H:9]([C:11]1[C:20]2[C:15](=[CH:16][CH:17]=[CH:18][CH:19]=2)[CH:14]=[CH:13][CH:12]=1)[CH3:10])=[O:7])([CH3:4])([CH3:3])[CH3:2].[OH-].[Na+]>CO>[C:1]([O:5][C:6]([N:8]([CH2:21][C@@H:22]1[C@@H:26]([C:27]2[CH:28]=[CH:29][CH:30]=[CH:31][CH:32]=2)[CH2:25][N:24]([CH2:33][C:34]2[CH:43]=[CH:42][C:37]([C:38]([OH:40])=[O:39])=[CH:36][CH:35]=2)[CH2:23]1)[C@@H:9]([C:11]1[C:20]2[C:15](=[CH:16][CH:17]=[CH:18][CH:19]=2)[CH:14]=[CH:13][CH:12]=1)[CH3:10])=[O:7])([CH3:2])([CH3:3])[CH3:4] |f:1.2|. Procedure details: A 170 mg portion of methyl 4-{[(3R,4S)-3-({(tert-butoxycarbonyl)[(1R)-1-(1-naphthyl)ethyl]amino}methyl)-4-phenylpyrrolidin-1-yl]methyl}benzoate was dissolved in 4 ml of methanol, mixed with 2 ml of 1 M sodium hydroxide aqueous solution at room temperature and stirred for 41Hours. The reaction solution was concentrated under a reduced pressure, and 1 M hydrochloric acid was added to the residue until its pH became 3. This was extracted with chloroform and washed with saturated brine, and then the... The reactants are [Br-], O=C([O-])[O-], CCCCCCCC(=O)OCCl, CN1C(C(=O)Nc2ccccn2)=C(O)c2ccccc2S1(=O)=O, CCCCCC, CC(C)=O, [K+], [K+], [K+], Cc1ccccc1. Yields the product CCCCCCCC(=O)OCOC1=C(C(=O)Nc2ccccn2)N(C)S(=O)(=O)c2ccccc21. Reaction SMILES: [Br-:42].[C:24](=[O:25])([O-:26])[O-:27].[C:30]([CH2:31][CH2:32][CH2:33][CH2:34][CH2:35][CH2:36][CH3:37])(=[O:38])[O:39][CH2:40][Cl:41].[CH3:1][N:2]1[C:3]([C:4](=[O:5])[NH:6][c:7]2[cH:8][cH:9][cH:10][cH:11][n:12]2)=[C:13]([OH:14])[c:15]2[cH:16][cH:17][cH:18][cH:19][c:20]2[S:21]1(=[O:22])=[O:23].[CH3:44][CH2:45][CH2:46][CH2:47][CH2:48][CH3:49].[CH3:57][C:58](=[O:59])[CH3:60].[K+:28].[K+:29].[K+:43].[c:50]1([CH3:51])[cH:52][cH:53][cH:54][cH:55][cH:56]1>>[CH3:1][N:2]1[C:3]([C:4](=[O:5])[NH:6][c:7]2[cH:8][cH:9][cH:10][cH:11][n:12]2)=[C:13]([O:14][CH2:40][O:39][C:30]([CH2:31][CH2:32][CH2:33][CH2:34][CH2:35][CH2:36][CH3:37])=[O:38])[c:15]2[cH:16][cH:17][cH:18][cH:19][c:20]2[S:21]1(=[O:22])=[O:23]. The reactants are water ice, FC=1C=C2C(C(=CN(C2=CC1N1C=CC=C1)NC=O)C(=O)OCC)=O (ethyl 6-fluoro-7-(pyrrol-1-yl)-1-formylamino-4-oxo-1,4-dihydroquinoline-3-carboxylate), C([O-])([O-])=O.[K+].[K+] (potassium carbonate), CI (methyl iodide). Solvent: CN(C=O)C (dimethylformamide). Run at temperature 35 celsius, time 3 hour. Product: FC=1C=C2C(C(=CN(C2=CC1N1C=CC=C1)NCC=O)C(=O)OCC)=O (ethyl 6-fluoro-7-(pyrrol-1-yl)-1-formylmethylamino-4-oxo-1,4-dihydroquinoline-3-carboxylate). Isolated yield 40.0%. RXN SMILES: [F:1][C:2]1[CH:3]=[C:4]2[C:9](=[CH:10][C:11]=1[N:12]1[CH:16]=[CH:15][CH:14]=[CH:13]1)[N:8]([NH:17]C=O)[CH:7]=[C:6]([C:20]([O:22][CH2:23][CH3:24])=[O:21])[C:5]2=[O:25].[C:26](=[O:29])([O-])[O-].[K+].[K+].[CH3:32]I>CN(C)C=O>[F:1][C:2]1[CH:3]=[C:4]2[C:9](=[CH:10][C:11]=1[N:12]1[CH:16]=[CH:15][CH:14]=[CH:13]1)[N:8]([NH:17][CH2:32][CH:26]=[O:29])[CH:7]=[C:6]([C:20]([O:22][CH2:23][CH3:24])=[O:21])[C:5]2=[O:25] |f:1.2.3|. Reported procedure: A mixture of 3.47 g (0.01 mol) of ethyl 6-fluoro-7-(pyrrol-1-yl)-1-formylamino-4-oxo-1,4-dihydroquinoline-3-carboxylate and 3 g (~0.02 mol) of potassium carbonate in 25 ml of dimethylformamide is heated for 10 minutes at 35° C. It is kept at room temperature for 2 hours in a partially precipitated state, 4.3 g (0.03 mol) of methyl iodide are added to this suspension and the mixture is kept at room temperature for 3 hours. It is poured into a water/ice mixture, the precipitate formed is filtered ... Reactants: N1C=C(C2=CC=CC=C12)\C=C\1/OC2=C(C1=O)C=CC(=C2)O ((Z)-2-[(1H-indol-3-yl)methylene]-6-hydroxybenzofuran-3(2H)-one), CN(C1CNCC1)C (3-(dimethylamino)pyrrolidine), C=O (formaldehyde). The solvent is C(C)O (ethanol). Reaction conditions: temperature 80 celsius, time 8 hour. Product: N1C=C(C2=CC=CC=C12)\C=C\1/OC2=C(C1=O)C=CC(=C2CN2CC(CC2)N(C)C)O ((Z)-2-[(1H-indol-3-yl)methylene]-7-{[3-(dimethylamino)pyrrolidin-1-yl]methyl}-6-hydroxybenzofuran-3(2H)-one). Isolated yield 20.7%. As a reaction SMILES: [NH:1]1[C:9]2[C:4](=[CH:5][CH:6]=[CH:7][CH:8]=2)[C:3](/[CH:10]=[C:11]2\[O:12][C:13]3[CH:20]=[C:19]([OH:21])[CH:18]=[CH:17][C:14]=3[C:15]\2=[O:16])=[CH:2]1.[CH3:22][N:23]([CH3:29])[CH:24]1[CH2:28][CH2:27][NH:26][CH2:25]1.[CH2:30]=O>C(O)C>[NH:1]1[C:9]2[C:4](=[CH:5][CH:6]=[CH:7][CH:8]=2)[C:3](/[CH:10]=[C:11]2\[O:12][C:13]3[C:20]([CH2:30][N:26]4[CH2:27][CH2:28][CH:24]([N:23]([CH3:29])[CH3:22])[CH2:25]4)=[C:19]([OH:21])[CH:18]=[CH:17][C:14]=3[C:15]\2=[O:16])=[CH:2]1. Procedure: A solution of (Z)-2-[(1H-indol-3-yl)methylene]-6-hydroxybenzofuran-3(2H)-one (0.050 g, 0.18 mmol) obtained in Example A1, Step 1 in ethanol (3.0 mL) was added with 3-(dimethylamino)pyrrolidine (0.025 g, 0.22 mmol), and 37% aqueous formaldehyde (0.020 g, 0.24 mmol), and the mixture was stirred overnight at 80° C. in a sealed tube. The solvent was evaporated under reduced pressure, and then the residue was subjected to silica gel column chromatography (aminopropyl silica was used, eluted with chlo...